Dataset: the Open Reaction Database (ORD), a public repository of structured organic reaction records. Task: describe an organic reaction: reactants, conditions, products, and yield The reactants are FCC1=CC(=NO1)C1=NN=C2N1N=C(C1=CC=CC=C21)OCC2=NC=CC=C2 (3-(5-Fluoromethylisoxazol-3-yl)-6-(2-pyridyl)methyloxy-1,2,4-triazolo[3,4-a]phthalazine), OCC1=NN(C=N1)C (3-hydroxymethyl-1-methyl-1,2,4-triazole). The product is FCC1=CC(=NO1)C1=NN=C2N1N=C(C1=CC=CC=C21)OCC2=NN(C=N2)C (3-(5-Fluoromethylisoxazol-3-yl)-6-(1-methyl-1,2,4-triazol-3-yl)methyloxy-1,2,4-triazolo[3,4-a]phthalazine). The yield is 52.0%. RXN SMILES: [F:1][CH2:2][C:3]1[O:7][N:6]=[C:5]([C:8]2[N:12]3[N:13]=[C:14]([O:21][CH2:22][C:23]4C=CC=[CH:25][N:24]=4)[C:15]4[C:20]([C:11]3=[N:10][N:9]=2)=[CH:19][CH:18]=[CH:17][CH:16]=4)[CH:4]=1.OC[C:31]1N=C[N:33](C)[N:32]=1>>[F:1][CH2:2][C:3]1[O:7][N:6]=[C:5]([C:8]2[N:12]3[N:13]=[C:14]([O:21][CH2:22][C:23]4[N:24]=[CH:25][N:32]([CH3:31])[N:33]=4)[C:15]4[C:20]([C:11]3=[N:10][N:9]=2)=[CH:19][CH:18]=[CH:17][CH:16]=4)[CH:4]=1. Procedure details: Prepared from the product of Example 66 part c (85 mg, 0.28 mmol) and 3-hydroxymethyl-1-methyl-1,2,4-triazole using the method of Example 1 to yield a pale yellow solid (56 mg, 52%), 1H NMR (360 MHz, CDCl3) δ 3.96 (3H, s), 5.58 (2H, d, J=44 Hz), 5.73 (2H, s), 7.51 (1H, s), 7.81 (1H, J=7 Hz), 7.96 (1H, t, J=7 Hz), 8.08 (1H, s), 8.30 (1H, d, J=7 Hz), 8.72 (1H, d, J=7 Hz); MS (ES+) m/e 381 [MH]+. Reactants: Cl (hydrochloric acid), Cl.C(C1=CC=CC=C1)C1CNCCC1CC(=O)O (3-benzyl-4-piperidine-acetic acid hydrochloride), N (ammonia), C=O (formaldehyde). The solvent is C(=O)O (formic acid). Yields the product Cl.C(C1=CC=CC=C1)C1CN(CCC1CC(=O)O)C (3-benzyl-1-methyl-4-piperidine-acetic acid hydrochloride). As a reaction SMILES: [ClH:1].[CH2:2]([CH:9]1[CH:14]([CH2:15][C:16]([OH:18])=[O:17])[CH2:13][CH2:12][NH:11][CH2:10]1)[C:3]1[CH:8]=[CH:7][CH:6]=[CH:5][CH:4]=1.N.[CH2:20]=O.Cl>C(O)=O>[ClH:1].[CH2:2]([CH:9]1[CH:14]([CH2:15][C:16]([OH:18])=[O:17])[CH2:13][CH2:12][N:11]([CH3:20])[CH2:10]1)[C:3]1[CH:4]=[CH:5][CH:6]=[CH:7][CH:8]=1 |f:0.1,6.7|. Procedure: A mixture of 95 g of 3-benzyl-4-piperidine-acetic acid hydrochloride (isomeric mixture), 30 ml of concentrated ammonia solution, 900 ml of 33% formaldehyde solution and 140 ml of 90% formic acid is heated for 18 hours at boiling temperature. After cooling to room temperature and adding 120 ml of concentrated hydrochloric acid, the mixture is evaporated to dryness under reduced pressure and the residue is dried under high vacuum for 5 hours at 100°. The crude 3-benzyl-1-methyl-4-piperidine-acetic...